This data is from the Open Reaction Database (ORD), a public repository of structured organic reaction records. The task is: describe an organic reaction: reactants, conditions, products, and yield Starting materials: NCCO, CC(C)O, Cl, NCCO, ClC(c1ccccc1)(c1ccccc1)c1ccccc1. Yields the product OCCNC(c1ccccc1)(c1ccccc1)c1ccccc1. Reaction SMILES: [CH2:26]([CH2:27][NH2:28])[OH:29].[CH:30]([OH:31])([CH3:32])[CH3:33].[ClH:25].[NH2:1][CH2:2][CH2:3][OH:4].[c:5]1([C:11]([Cl:12])([c:13]2[cH:14][cH:15][cH:16][cH:17][cH:18]2)[c:19]2[cH:20][cH:21][cH:22][cH:23][cH:24]2)[cH:6][cH:7][cH:8][cH:9][cH:10]1>>[NH:1]([CH2:2][CH2:3][OH:4])[C:11]([c:5]1[cH:6][cH:7][cH:8][cH:9][cH:10]1)([c:13]1[cH:14][cH:15][cH:16][cH:17][cH:18]1)[c:19]1[cH:20][cH:21][cH:22][cH:23][cH:24]1. The reactants are CO, CCOC(=O)C(F)(F)c1ccc(NC(=O)c2ccc3c(c2)C(C)(C)CCC3(C)C)cc1, Cl, Cl, NO. Yields the product CC1(C)CCC(C)(C)c2cc(C(=O)Nc3ccc(C(F)(F)C(=O)NO)cc3)ccc21. As a reaction SMILES: [CH3:36][OH:37].[CH3:4][C:5]1([CH3:34])[c:6]2[cH:7][cH:8][c:9]([C:17](=[O:18])[NH:19][c:20]3[cH:21][cH:22][c:23]([C:26]([C:27]([O:29][CH2:28][CH3:30])=[O:31])([F:32])[F:33])[cH:24][cH:25]3)[cH:10][c:11]2[C:12]([CH3:15])([CH3:16])[CH2:13][CH2:14]1.[ClH:1].[ClH:35].[NH2:2][OH:3]>>[NH:2]([OH:3])[C:27]([C:26]([c:23]1[cH:22][cH:21][c:20]([NH:19][C:17]([c:9]2[cH:8][cH:7][c:6]3[c:11]([cH:10]2)[C:12]([CH3:15])([CH3:16])[CH2:13][CH2:14][C:5]3([CH3:4])[CH3:34])=[O:18])[cH:25][cH:24]1)([F:32])[F:33])=[O:29]. Yields the product CCOC(=O)C=Cc1ccc(OCc2coc(-c3ccccc3)n2)c(OC)c1. Starting materials: COc1cc(C=O)ccc1OCc1coc(-c2ccccc2)n1, CCOC(=O)CP(=O)(OCC)OCC, CN(C)C=O, [H-], [Na+]. RXN SMILES: [CH3:17][O:18][c:19]1[cH:20][c:21]([CH:22]=[O:23])[cH:24][cH:25][c:26]1[O:27][CH2:28][c:29]1[n:30][c:31](-[c:34]2[cH:35][cH:36][cH:37][cH:38][cH:39]2)[o:32][cH:33]1.[CH3:3][CH2:4][O:5][C:6](=[O:7])[CH2:8][P:9]([O:10][CH2:11][CH3:12])([O:13][CH2:14][CH3:15])=[O:16].[CH3:40][N:41]([CH3:42])[CH:43]=[O:44].[H-:1].[Na+:2]>>[CH3:3][CH2:4][O:5][C:6](=[O:7])[CH:8]=[CH:22][c:21]1[cH:20][c:19]([O:18][CH3:17])[c:26]([O:27][CH2:28][c:29]2[n:30][c:31](-[c:34]3[cH:35][cH:36][cH:37][cH:38][cH:39]3)[o:32][cH:33]2)[cH:25][cH:24]1. The reactants are CC(=O)OC(C)=O, Cc1ccccc1, Nc1ncc([N+](=O)[O-])cn1. Product: CC(=O)Nc1ncc([N+](=O)[O-])cn1. RXN SMILES: [CH3:11][C:12](=[O:13])[O:14][C:15](=[O:16])[CH3:17].[CH3:18][c:19]1[cH:20][cH:21][cH:22][cH:23][cH:24]1.[NH2:1][c:2]1[n:3][cH:4][c:5]([N+:8](=[O:9])[O-:10])[cH:6][n:7]1>>[NH:1]([c:2]1[n:3][cH:4][c:5]([N+:8](=[O:9])[O-:10])[cH:6][n:7]1)[C:12]([CH3:11])=[O:13]. Starting materials: CC(=O)[O-], CC(=O)[O-], O=Cc1cc(Cl)ccc1B(O)O, [Cu+2], CN(C)C=O, c1ccncc1, c1cn[nH]c1. Product: O=Cc1cc(Cl)ccc1-n1cccn1. Reaction SMILES: [C:29]([O-:30])(=[O:31])[CH3:32].[C:34]([O-:35])(=[O:36])[CH3:37].[Cl:1][c:2]1[cH:3][c:4]([CH:11]=[O:12])[c:5]([B:8]([OH:9])[OH:10])[cH:6][cH:7]1.[Cu+2:33].[O:24]=[CH:25][N:26]([CH3:27])[CH3:28].[cH:18]1[cH:19][cH:20][n:21][cH:22][cH:23]1.[nH:13]1[n:14][cH:15][cH:16][cH:17]1>>[Cl:1][c:2]1[cH:3][c:4]([CH:11]=[O:12])[c:5](-[n:13]2[n:14][cH:15][cH:16][cH:17]2)[cH:6][cH:7]1.